From a dataset of the Open Reaction Database (ORD), a public repository of structured organic reaction records. describe an organic reaction: reactants, conditions, products, and yield Starting materials: NC=1C(=C(C(=C(C(=O)N(CC(COC(C)=O)OC(C)=O)CC(COC(C)=O)OC(C)=O)C1I)I)COC(C)=O)I (5-Amino-3-acetoxymethyl-N,N-bis-(2,3-diacetoxypropyl)-2,4,6-triiodobenzamide), C(C)(=O)OC(C(=O)Cl)CCCCl (2-Acetoxy-5-chloropentanoyl chloride), C(O)([O-])=O.[Na+] (sodium hydrogen carbonate). Solvent: CN(C(C)=O)C (N,N-dimethylacetamide). Conditions: time 24 hour. The product is C(C)(=O)OC(C(=O)NC=1C(=C(C(=C(C(=O)N(CC(CO)O)CC(CO)O)C1I)I)COC(C)=O)I)CCCCl (5-(2-Acetoxy-5-chloropentanoylamino)-3-acetoxymethyl-N,N-bis-(2,3-dihydroxypropyl)-2,4,6-triiodobenzamide). As a reaction SMILES: [NH2:1][C:2]1[C:3]([I:40])=[C:4]([CH2:35][O:36][C:37](=[O:39])[CH3:38])[C:5]([I:34])=[C:6]([C:32]=1[I:33])[C:7]([N:9]([CH2:21][CH:22]([O:28]C(=O)C)[CH2:23][O:24]C(=O)C)[CH2:10][CH:11]([O:17]C(=O)C)[CH2:12][O:13]C(=O)C)=[O:8].[C:41]([O:44][CH:45]([CH2:49][CH2:50][CH2:51][Cl:52])[C:46](Cl)=[O:47])(=[O:43])[CH3:42].C(=O)([O-])O.[Na+]>CN(C)C(=O)C>[C:41]([O:44][CH:45]([CH2:49][CH2:50][CH2:51][Cl:52])[C:46]([NH:1][C:2]1[C:3]([I:40])=[C:4]([CH2:35][O:36][C:37](=[O:39])[CH3:38])[C:5]([I:34])=[C:6]([C:32]=1[I:33])[C:7]([N:9]([CH2:21][CH:22]([OH:28])[CH2:23][OH:24])[CH2:10][CH:11]([OH:17])[CH2:12][OH:13])=[O:8])=[O:47])(=[O:43])[CH3:42] |f:2.3|. Procedure details: 5-Amino-3-acetoxymethyl-N,N-bis-(2,3-diacetoxypropyl)-2,4,6-triiodobenzamide g, 6.85 mmol) was dissolved in dry N,N-dimethylacetamide (10 ml) and the mixture was cooled in an ice-bath. 2-Acetoxy-5-chloropentanoyl chloride (4.36g, mmol) was then added dropwise. The mixture was stirred at room temperature for 24 h, and then added slowly to aqueous sodium hydrogen carbonate (5%, 600 ml) with efficient stirring. A precepitate was formed and filtered off, redissolved in methylene chloride (250 ml) wh...